describe an organic reaction: reactants, conditions, products, and yield From a dataset of the Open Reaction Database (ORD), a public repository of structured organic reaction records. The product is FC(C1=CC=C(COC2=C(COC3=CC4=C(C(=CO4)CC(=O)O)C=C3)C=CC=C2)C=C1)(F)F ({6-[2-(4-Trifluoromethyl-benzyloxy)-benzyloxy]-benzofuran-3-yl}-acetic acid). Reported procedure: The title compound was prepared in the manner analogous to step 1 of Example 80 using (6-hydroxy-benzofuran-3-yl)-acetic acid methyl ester and 1-(4-trifluoromethyl-benzyloxy)-2-chloromethyl-benzene. MS m/z 471 (M+1). The reactants are COC(CC1=COC2=C1C=CC(=C2)O)=O ((6-hydroxy-benzofuran-3-yl)-acetic acid methyl ester), FC(C1=CC=C(COC2=C(C=CC=C2)CCl)C=C1)(F)F (1-(4-trifluoromethyl-benzyloxy)-2-chloromethyl-benzene). RXN SMILES: C[O:2][C:3](=[O:15])[CH2:4][C:5]1[C:9]2[CH:10]=[CH:11][C:12]([OH:14])=[CH:13][C:8]=2[O:7][CH:6]=1.[F:16][C:17]([F:35])([F:34])[C:18]1[CH:33]=[CH:32][C:21]([CH2:22][O:23][C:24]2[CH:29]=[CH:28][CH:27]=[CH:26][C:25]=2[CH2:30]Cl)=[CH:20][CH:19]=1>>[F:16][C:17]([F:34])([F:35])[C:18]1[CH:33]=[CH:32][C:21]([CH2:22][O:23][C:24]2[CH:29]=[CH:28][CH:27]=[CH:26][C:25]=2[CH2:30][O:14][C:12]2[CH:11]=[CH:10][C:9]3[C:5]([CH2:4][C:3]([OH:2])=[O:15])=[CH:6][O:7][C:8]=3[CH:13]=2)=[CH:20][CH:19]=1. Starting materials: Cl.CN(CCCN=C=NCC)C (1-(3-dimethylaminopropyl)-3-ethylcarbodiimide hydrochloride), COC=1C=C2C(CNCC2=CC1)(C)C (6-methoxy-4,4-dimethyl-1,2,3,4-tetrahydro-isoquinoline), COC=1C=C2C(CNCC2=CC1)(C)C (6-methoxy-4,4-dimethyl-1,2,3,4-tetrahydro-isoquinoline), C(=O)O (formic acid). The solvent is ClCCl (dichloromethane), C(Cl)(Cl)Cl (chloroform). Reaction conditions: time 8 hour. Yields the product COC=1C=C2C(CN(CC2=CC1)C=O)(C)C (6-Methoxy-4,4-dimethyl-1,2,3,4-tetrahydro-isoquinoline-2-carbaldehyde). The yield is 89.0%. Reaction SMILES: [CH3:1][O:2][C:3]1[CH:4]=[C:5]2[C:10](=[CH:11][CH:12]=1)[CH2:9][NH:8][CH2:7][C:6]2([CH3:14])[CH3:13].[CH:15](O)=[O:16].Cl.CN(C)CCCN=C=NCC>ClCCl.C(Cl)(Cl)Cl>[CH3:1][O:2][C:3]1[CH:4]=[C:5]2[C:10](=[CH:11][CH:12]=1)[CH2:9][N:8]([CH:15]=[O:16])[CH2:7][C:6]2([CH3:14])[CH3:13] |f:2.3|. Procedure: A solution of 6-methoxy-4,4-dimethyl-1,2,3,4-tetrahydro-isoquinoline (Intermediate 18, 3.2 g, 16.7 mmol) in anhydrous dichloromethane (40 mL) was treated with formic acid (1 mL, 26.5 mmol) followed 1-(3-dimethylaminopropyl)-3-ethylcarbodiimide hydrochloride (3.9 g, 20.34 mmol) and the resulting solution was stirred at ambient temperature overnight. It was then diluted with chloroform and washed with water (×1) and brine (×1), dried over anhydrous magnesium sulfate, filtered and evaporated in vac... Yields the product C(N)(=O)C1N(C1)C(=O)OCC (ethyl 2-carbamoyl-1-aziridine-carboxylate). Starting materials: N1(C(C1)C(=O)OCC)C(=O)OCC (diethyl 1,2-aziridine-dicarboxylate), N (ammonia). RXN SMILES: [N:1]1([C:9]([O:11][CH2:12][CH3:13])=[O:10])[CH2:3][CH:2]1[C:4](OCC)=[O:5].[NH3:14]>C(O)C>[C:4]([CH:2]1[CH2:3][N:1]1[C:9]([O:11][CH2:12][CH3:13])=[O:10])(=[O:5])[NH2:14]. Reported procedure: To 4.67 g. (0.025 mole) diethyl 1,2-aziridine-dicarboxylate in 30 ml. ethanol there is added the equimolar amount of gaseous ammonia dissolved in ethanol and the reaction mixture then left to stand overnight in a refrigerator. The reaction mixture is subsequently evaporated and the desired ethyl 2-carbamoyl-1-aziridine-carboxylate isolated by column chromatography (200 g. silica gel: elution agent acetone/toluene 1:1 v/v). There is obtained 1.4 g. (about 32% of theory) of the ester; m.p. 125°-12... Conditions: time 8 hour. Run in C(C)O (ethanol), C(C)O (ethanol). Starting materials: CC1CCCN1CCCOc1cnc2c(c1)cc1n2CCNC1=O, O=S(=O)(OCC(F)(F)F)C(F)(F)F, [H-], [Na+]. The product is CC1CCCN1CCCOc1cnc2c(c1)cc1n2CCN(CC(F)(F)F)C1=O. RXN SMILES: [CH3:1][CH:2]1[N:3]([CH2:7][CH2:8][CH2:9][O:10][c:11]2[cH:12][n:13][c:14]3[n:15]4[c:20]([cH:21][c:22]3[cH:23]2)[C:19](=[O:24])[NH:18][CH2:17][CH2:16]4)[CH2:4][CH2:5][CH2:6]1.[F:25][C:26]([F:27])([F:28])[S:29]([O:30][CH2:31][C:32]([F:33])([F:34])[F:35])(=[O:36])=[O:37].[H-:38].[Na+:39]>>[CH3:1][CH:2]1[N:3]([CH2:7][CH2:8][CH2:9][O:10][c:11]2[cH:12][n:13][c:14]3[n:15]4[c:20]([cH:21][c:22]3[cH:23]2)[C:19](=[O:24])[N:18]([CH2:31][C:32]([F:33])([F:34])[F:35])[CH2:17][CH2:16]4)[CH2:4][CH2:5][CH2:6]1.